This data is from the Open Reaction Database (ORD), a public repository of structured organic reaction records. The task is: describe an organic reaction: reactants, conditions, products, and yield Reactants: Cl.CN (methylamine hydrochloride), [C-]#N.[K+] (potassium cyanide), O=C1CCN(CC1)C(=O)OCC1=CC=CC=C1 (benzyl 4-oxopiperidine-1-carboxylate), Cl.CN (methylamine hydrochloride). The solvent is CCOCC (ether), O (water), O.CO (water methanol). Reaction conditions: time 48 hour. The product is hydrochloride salt, C(#N)C1(CCN(CC1)C(=O)OCC1=CC=CC=C1)NC (Benzyl 4-cyano-4-(methylamino)piperidine-1-carboxylate). Reaction SMILES: [C-:1]#[N:2].[K+].O=[C:5]1[CH2:10][CH2:9][N:8]([C:11]([O:13][CH2:14][C:15]2[CH:20]=[CH:19][CH:18]=[CH:17][CH:16]=2)=[O:12])[CH2:7][CH2:6]1.Cl.[CH3:22][NH2:23]>O.O.CO.CCOCC>[C:1]([C:5]1([NH:23][CH3:22])[CH2:10][CH2:9][N:8]([C:11]([O:13][CH2:14][C:15]2[CH:20]=[CH:19][CH:18]=[CH:17][CH:16]=2)=[O:12])[CH2:7][CH2:6]1)#[N:2] |f:0.1,3.4,6.7|. Procedure details: A solution of potassium cyanide (2.79 g, 42.9 mmol) in water (5 mL) was added to a solution of benzyl 4-oxopiperidine-1-carboxylate (10.0 g, 42.9 mmol) and methylamine hydrochloride (2.90 g, 42.9 mmol) in water/methanol (1:1; 10 mL) at 0° C. The reaction mixture was allowed to warm to ambient temperature. After 48 h, additional methylamine hydrochloride (1.45 g, 21.4 mmol) was added. After 18 h, the mixture was diluted with ether, and extracted with ethyl acetate (3×). The combined organic extra... The reactants are COC(=O)Cc1ccc(-c2ccc(OCc3ccc(C(F)(F)F)c(OC(=O)OC(C)(C)C)c3C(=O)OC(C)(C)C)cc2)c(C#N)c1, C1CCNC1, C1COCCO1. Product: COC(=O)Cc1ccc(-c2ccc(OCc3ccc(C(F)(F)F)c(O)c3C(=O)OC(C)(C)C)cc2)c(C#N)c1. RXN SMILES: [C:6]([O:7][C:8](=[O:9])[O:13][c:14]1[c:15]([C:16](=[O:17])[O:18][C:19]([CH3:20])([CH3:21])[CH3:22])[c:23]([CH2:31][O:32][c:33]2[cH:34][cH:35][c:36](-[c:39]3[c:40]([C:50]#[N:51])[cH:41][c:42]([CH2:45][C:46](=[O:47])[O:48][CH3:49])[cH:43][cH:44]3)[cH:37][cH:38]2)[cH:24][cH:25][c:26]1[C:27]([F:28])([F:29])[F:30])([CH3:10])([CH3:11])[CH3:12].[CH2:1]1[CH2:2][NH:3][CH2:4][CH2:5]1.[CH2:52]1[O:53][CH2:54][CH2:55][O:56][CH2:57]1>>[OH:13][c:14]1[c:15]([C:16](=[O:17])[O:18][C:19]([CH3:20])([CH3:21])[CH3:22])[c:23]([CH2:31][O:32][c:33]2[cH:34][cH:35][c:36](-[c:39]3[c:40]([C:50]#[N:51])[cH:41][c:42]([CH2:45][C:46](=[O:47])[O:48][CH3:49])[cH:43][cH:44]3)[cH:37][cH:38]2)[cH:24][cH:25][c:26]1[C:27]([F:28])([F:29])[F:30].